This data is from the Open Reaction Database (ORD), a public repository of structured organic reaction records. The task is: describe an organic reaction: reactants, conditions, products, and yield The reactants are Cc1cc(C2CC2)cnc1N1CCN(C(=O)c2ccc(Br)nc2)CC1, O=C1NCCO1. Product: Cc1cc(C2CC2)cnc1N1CCN(C(=O)c2ccc(N3CCOC3=O)nc2)CC1. As a reaction SMILES: [Br:1][c:2]1[cH:3][cH:4][c:5]([C:8](=[O:9])[N:10]2[CH2:11][CH2:12][N:13]([c:16]3[n:17][cH:18][c:19]([CH:23]4[CH2:24][CH2:25]4)[cH:20][c:21]3[CH3:22])[CH2:14][CH2:15]2)[cH:6][n:7]1.[O:26]1[C:27](=[O:31])[NH:28][CH2:29][CH2:30]1>>[c:2]1([N:28]2[C:27](=[O:31])[O:26][CH2:30][CH2:29]2)[cH:3][cH:4][c:5]([C:8](=[O:9])[N:10]2[CH2:11][CH2:12][N:13]([c:16]3[n:17][cH:18][c:19]([CH:23]4[CH2:24][CH2:25]4)[cH:20][c:21]3[CH3:22])[CH2:14][CH2:15]2)[cH:6][n:7]1. The reactants are CCCc1nccn1CCOS(=O)(=O)c1ccc(C)cc1, CO, Nc1ccc(S)cc1, [Na+], [OH-]. Product: CCCc1nccn1CCSc1ccc(N)cc1. As a reaction SMILES: [CH3:11][c:12]1[cH:13][cH:14][c:15]([S:16]([O:17][CH2:22][CH2:23][n:24]2[c:25]([CH2:29][CH2:30][CH3:31])[n:26][cH:27][cH:28]2)(=[O:18])=[O:19])[cH:20][cH:21]1.[CH3:32][OH:33].[NH2:1][c:2]1[cH:3][cH:4][c:5]([SH:8])[cH:6][cH:7]1.[Na+:10].[OH-:9]>>[NH2:1][c:2]1[cH:3][cH:4][c:5]([S:8][CH2:22][CH2:23][n:24]2[c:25]([CH2:29][CH2:30][CH3:31])[n:26][cH:27][cH:28]2)[cH:6][cH:7]1. Starting materials: COC(=O)c1ccc(C)s1, O=[N+]([O-])O, O=S(=O)(O)O. Product: COC(=O)c1cc([N+](=O)[O-])c(C)s1. Reaction SMILES: [CH3:1][c:2]1[cH:3][cH:4][c:5]([C:7](=[O:8])[O:9][CH3:10])[s:6]1.[OH:11][N+:12]([O-:13])=[O:14].[S:15](=[O:16])(=[O:17])([OH:18])[OH:19]>>[CH3:1][c:2]1[c:3]([N+:12](=[O:11])[O-:13])[cH:4][c:5]([C:7](=[O:8])[O:9][CH3:10])[s:6]1.